This data is from the Open Reaction Database (ORD), a public repository of structured organic reaction records. The task is: describe an organic reaction: reactants, conditions, products, and yield Starting materials: CC(C(=O)O)C(=O)NCc1cc(F)cc(F)c1F, CN1C(=O)C(N)N=C(c2ccccc2)c2ccccc21. Product: CC(C(=O)NCc1cc(F)cc(F)c1F)C(=O)NC1N=C(c2ccccc2)c2ccccc2N(C)C1=O. As a reaction SMILES: [CH3:21][CH:22]([C:23](=[O:24])[OH:25])[C:26](=[O:27])[NH:28][CH2:29][c:30]1[c:31]([F:38])[c:32]([F:37])[cH:33][c:34]([F:36])[cH:35]1.[NH2:1][CH:2]1[C:3](=[O:20])[N:4]([CH3:19])[c:5]2[c:6]([cH:15][cH:16][cH:17][cH:18]2)[C:7]([c:9]2[cH:10][cH:11][cH:12][cH:13][cH:14]2)=[N:8]1>>[NH:1]([CH:2]1[C:3](=[O:20])[N:4]([CH3:19])[c:5]2[c:6]([cH:15][cH:16][cH:17][cH:18]2)[C:7]([c:9]2[cH:10][cH:11][cH:12][cH:13][cH:14]2)=[N:8]1)[C:23]([CH:22]([CH3:21])[C:26](=[O:27])[NH:28][CH2:29][c:30]1[c:31]([F:38])[c:32]([F:37])[cH:33][c:34]([F:36])[cH:35]1)=[O:24]. Product: CC(=O)OC1C(NC(=O)Cc2ccccc2)C(=O)N1S(=O)(=O)[O-], [Na+]. The reactants are O=C([O-])O, CC(=O)OC1C(N)C(=O)N1S(=O)(=O)[O-], C1CCOC1, CC(=O)[O-], [Na+], [Na+], O, O=C(Cl)Cc1ccccc1. RXN SMILES: [C:30](=[O:31])([O-:32])[OH:33].[C:5]([CH3:6])(=[O:7])[O:8][CH:9]1[CH:10]([NH2:18])[C:11](=[O:17])[N:12]1[S:13](=[O:14])(=[O:15])[O-:16].[CH2:35]1[O:36][CH2:37][CH2:38][CH2:39]1.[CH3:1][C:2](=[O:3])[O-:4].[Na+:19].[Na+:34].[OH2:40].[c:20]1([CH2:26][C:27](=[O:28])[Cl:29])[cH:21][cH:22][cH:23][cH:24][cH:25]1>>[C:5]([CH3:6])(=[O:7])[O:8][CH:9]1[CH:10]([NH:18][C:27]([CH2:26][c:20]2[cH:21][cH:22][cH:23][cH:24][cH:25]2)=[O:28])[C:11](=[O:17])[N:12]1[S:13](=[O:14])(=[O:15])[O-:16].[Na+:19]. Starting materials: ClC1=NC=CC=C1 (2-chloropyridine), OCC1CCNCC1 (4-hydroxymethylpiperidine). Product: OCC1CCN(CC1)C1=NC=CC=C1 (4-Hydroxymethyl-1-(pyridin-2-yl) piperidine). Yield: 80.9%. Reaction SMILES: Cl[C:2]1[CH:7]=[CH:6][CH:5]=[CH:4][N:3]=1.[OH:8][CH2:9][CH:10]1[CH2:15][CH2:14][NH:13][CH2:12][CH2:11]1>>[OH:8][CH2:9][CH:10]1[CH2:15][CH2:14][N:13]([C:2]2[CH:7]=[CH:6][CH:5]=[CH:4][N:3]=2)[CH2:12][CH2:11]1. Procedure details: The title compound (2.7 g, 80%) was prepared as a syrupy liquid from 2-chloropyridine (7.8 g) and 4-hydroxymethylpiperidine (2 g) by an analogous procedure to that described in preparation 1. Reactants: CCO, Cl, CCC(CC(=O)CN)c1ccc(C(=O)OC)cc1, NNC(N)=O, O=[N+]([O-])c1cc([N+](=O)[O-])c(O)c([N+](=O)[O-])c1. Yields the product CCC(CC(CN)=NNC(N)=O)c1ccc(C(=O)OC)cc1, O=[N+]([O-])c1cc([N+](=O)[O-])c(O)c([N+](=O)[O-])c1. RXN SMILES: [CH3:41][CH2:42][OH:43].[ClH:40].[NH2:17][CH2:18][C:19]([CH2:20][CH:21]([CH2:22][CH3:23])[c:24]1[cH:25][cH:26][c:27]([C:30](=[O:31])[O:32][CH3:33])[cH:28][cH:29]1)=[O:34].[NH2:35][NH:36][C:37]([NH2:38])=[O:39].[c:1]1([N+:2](=[O:3])[O-:4])[cH:5][c:6]([N+:7](=[O:8])[O-:9])[cH:10][c:11]([N+:12](=[O:13])[O-:14])[c:15]1[OH:16]>>[NH2:17][CH2:18][C:19]([CH2:20][CH:21]([CH2:22][CH3:23])[c:24]1[cH:25][cH:26][c:27]([C:30](=[O:31])[O:32][CH3:33])[cH:28][cH:29]1)=[N:35][NH:36][C:37]([NH2:38])=[O:39].[c:1]1([N+:2](=[O:3])[O-:4])[cH:5][c:6]([N+:7](=[O:8])[O-:9])[cH:10][c:11]([N+:12](=[O:13])[O-:14])[c:15]1[OH:16]. Starting materials: COc1ccc(CN)cc1, Cc1ccc(C(Cl)=NO)c(F)c1I, C1CCOC1, O. Product: COc1ccc(CNC(=NO)c2ccc(C)c(I)c2F)cc1. As a reaction SMILES: [CH3:1][O:2][c:3]1[cH:4][cH:5][c:6]([CH2:7][NH2:8])[cH:9][cH:10]1.[F:11][c:12]1[c:13]([C:14](=[N:15][OH:16])[Cl:17])[cH:18][cH:19][c:20]([CH3:23])[c:21]1[I:22].[O:25]1[CH2:26][CH2:27][CH2:28][CH2:29]1.[OH2:24]>>[CH3:1][O:2][c:3]1[cH:4][cH:5][c:6]([CH2:7][NH:8][C:14]([c:13]2[c:12]([F:11])[c:21]([I:22])[c:20]([CH3:23])[cH:19][cH:18]2)=[N:15][OH:16])[cH:9][cH:10]1. RXN SMILES: [CH3:13][CH2:14][OH:15].[N+:1]([O-:2])(=[O:3])[c:4]1[c:5]2[cH:6][n:7][nH:8][c:9]2[cH:10][cH:11][cH:12]1>>[NH2:1][c:4]1[c:5]2[cH:6][n:7][nH:8][c:9]2[cH:10][cH:11][cH:12]1. Reactants: CCO, O=[N+]([O-])c1cccc2[nH]ncc12. The product is Nc1cccc2[nH]ncc12. Reaction SMILES: [CH3:1][C:2]([CH3:14])([S:4]([NH:6][C:7]1([C:11](=[NH:13])[NH2:12])[CH2:10][O:9][CH2:8]1)=[O:5])[CH3:3].CN(C)/[CH:17]=[CH:18]/[CH:19]=O.C[O-].[Na+]>CO.C(OCC)(=O)C>[CH3:3][C:2]([S:4]([NH:6][C:7]1([C:11]2[N:12]=[CH:19][CH:18]=[CH:17][N:13]=2)[CH2:10][O:9][CH2:8]1)=[O:5])([CH3:14])[CH3:1] |f:2.3|. The product is CC(C)(C)S(=O)NC1(COC1)C1=NC=CC=N1 (2-methyl-N-(3-(pyrimidin-2-yl)oxetan-3-yl)propane-2-sulfinamide). Procedure details: To a yellow solution of 3-(1,1-dimethylethylsulfinamido)oxetane-3-carboximidamide (crude from above, assumed 0.494 mmol) in MeOH (2 ml) in a 50 ml sealed tube was added (E)-3-(dimethylamino)acrylaldehyde (0.090 g, 0.912 mmol), and the reaction mixture stirred for 10 min. Sodium methoxide (0.43 ml, 1.824 mmol, 25 wt % in MeOH) was added to the mixture, which was then stirred at 65° C. for overnight. The reaction mixture was diluted with ethyl acetate and washed with water. The aqueous layer was b... Run at time 10 minute. Reactants: CN(/C=C/C=O)C ((E)-3-(dimethylamino)acrylaldehyde), CC(C)(S(=O)NC1(COC1)C(N)=N)C (3-(1,1-dimethylethylsulfinamido)oxetane-3-carboximidamide), C[O-].[Na+] (Sodium methoxide). Solvent: C(C)(=O)OCC (ethyl acetate), CO (MeOH). Starting materials: ClC(Cl)(Cl)Cl, CCSC(C)(C)C#N, O=C1CCC(=O)N1Cl. Product: CC(Cl)SC(C)(C)C#N. RXN SMILES: [C:17]([Cl:18])([Cl:19])([Cl:20])[Cl:21].[CH2:1]([CH3:2])[S:3][C:4]([C:5]#[N:6])([CH3:7])[CH3:8].[Cl:9][N:10]1[C:11](=[O:12])[CH2:13][CH2:14][C:15]1=[O:16]>>[CH:1]([CH3:2])([S:3][C:4]([C:5]#[N:6])([CH3:7])[CH3:8])[Cl:9]. The reactants are C[S-].[Na+] (sodium methanethiolate), CSC(C#N)(C)C1=CC(=CC=C1)OC1=CC=CC=C1 (alpha-(methylthio)-alpha-(m-phenoxyphenyl)propionitrile), [Cl-].[NH4+] (ammonium chloride). Solvent: CO (methanol), CO (methanol). Conditions: time 2 hour. The product is O(C1=CC=CC=C1)C=1C=C(C=CC1)C(C#N)C (alpha-(m-phenoxyphenyl)-propionitrile). Isolated yield 84.5%. RXN SMILES: CS[C:3]([C:7]1[CH:12]=[CH:11][CH:10]=[C:9]([O:13][C:14]2[CH:19]=[CH:18][CH:17]=[CH:16][CH:15]=2)[CH:8]=1)([CH3:6])[C:4]#[N:5].C[S-].[Na+].[Cl-].[NH4+]>CO>[O:13]([C:9]1[CH:8]=[C:7]([CH:3]([CH3:6])[C:4]#[N:5])[CH:12]=[CH:11][CH:10]=1)[C:14]1[CH:15]=[CH:16][CH:17]=[CH:18][CH:19]=1 |f:1.2,3.4|. Reported procedure: 451 mg of alpha-(methylthio)-alpha-(m-phenoxyphenyl)propionitrile was dissolved in 1 ml of anhydrous methanol, and 1.1 ml of a 2.3 M methanol solution of sodium methanethiolate was added. The mixture was stirred at room temperature for 2 hours. An aqueous solution of ammonium chloride (2 g/10 ml) was added, and the mixture was extracted with 10 ml of ether three times. The extract was washed with 15 ml of water three times, dried over anhydrous magnesium sulfate, and concentrated under reduced p... Reaction SMILES: N1CCCCC1.C(O)(=O)C.[N+:11]([C:14]1[CH:15]=[C:16]([S:20]([O:23][C:24]2[CH:29]=[CH:28][C:27]([CH2:30][CH2:31][O:32][C:33]3[CH:38]=[CH:37][C:36]([CH:39]=O)=[CH:35][CH:34]=3)=[CH:26][CH:25]=2)(=[O:22])=[O:21])[CH:17]=[CH:18][CH:19]=1)([O-:13])=[O:12].[S:41]1[CH2:45][C:44](=[O:46])[NH:43][C:42]1=[O:47]>O.C1(C)C=CC=CC=1>[N+:11]([C:14]1[CH:15]=[C:16]([S:20]([O:23][C:24]2[CH:29]=[CH:28][C:27]([CH2:30][CH2:31][O:32][C:33]3[CH:34]=[CH:35][C:36]([CH:39]=[C:45]4[S:41][C:42](=[O:47])[NH:43][C:44]4=[O:46])=[CH:37][CH:38]=3)=[CH:26][CH:25]=2)(=[O:22])=[O:21])[CH:17]=[CH:18][CH:19]=1)([O-:13])=[O:12]. Run in O (water), C1(=CC=CC=C1)C (toluene). Yields the product [N+](=O)([O-])C=1C=C(C=CC1)S(=O)(=O)OC1=CC=C(C=C1)CCOC1=CC=C(C=C2C(NC(S2)=O)=O)C=C1 (5-(4-[2-(4-(3-nitrophenylsulfonyloxy)phenyl)ethoxy]benzylidene)thiazolidine-2,4-dione). Procedure details: 0.25 g (2.9 mmole) piperidine, 0.174 g (2.9 mmole) acetic acid, 120 ml toluene, 2.5 g (5.8 mmole) 4-[2-(4-formylphenoxy)ethyl]phenyl 3-nitrobenzenesulfonate and 0.86 g (7.3 mmole) 2,4-thiazolidinedione were refluxed with water separation in a Dean-Stark apparatus. When the reaction mixture was allowed to cool yellow crystals formed. The crystals were collected by filtration and stirred in methanol. Filtration gave 2 g (yield 65.5%) of 5-(4-[2-(4-(3-nitrophenylsulfonyloxy)phenyl)ethoxy]benzyliden... Isolated yield 65.5%. Starting materials: N1CCCCC1 (piperidine), C(C)(=O)O (acetic acid), [N+](=O)([O-])C=1C=C(C=CC1)S(=O)(=O)OC1=CC=C(C=C1)CCOC1=CC=C(C=C1)C=O (4-[2-(4-formylphenoxy)ethyl]phenyl 3-nitrobenzenesulfonate), S1C(NC(C1)=O)=O (2,4-thiazolidinedione).